Dataset: the Open Reaction Database (ORD), a public repository of structured organic reaction records. Task: describe an organic reaction: reactants, conditions, products, and yield The reactants are ClC1=NC2=C(C(=CC(=C2C=C1)Cl)Cl)O (2,5,7-Trichloro-8-hydroxyquinoline), CN (methylamine), solution. Solvent: C(C)O (ethanol). Yields the product ClC1=C2C=CC(=NC2=C(C(=C1)Cl)O)NC (5,7-Dichloro-2-methylamino-8-hydroxyquinoline). Reaction SMILES: Cl[C:2]1[CH:11]=[CH:10][C:9]2[C:4](=[C:5]([OH:14])[C:6]([Cl:13])=[CH:7][C:8]=2[Cl:12])[N:3]=1.[CH3:15][NH2:16]>C(O)C>[Cl:12][C:8]1[CH:7]=[C:6]([Cl:13])[C:5]([OH:14])=[C:4]2[C:9]=1[CH:10]=[CH:11][C:2]([NH:16][CH3:15])=[N:3]2. Procedure details: 2,5,7-Trichloro-8-hydroxyquinoline 10 (200 mg, 0.805 mmol) and a solution of methylamine in ethanol (12 mL of a 33% solution) were heated in a sealed vessel at 90° C. for 26 h, and cooled. The precipitate was then isolated via filtration and washed with diethyl ether. This provided pure 5,7-dichloro-2-methylamino-8-hydroxyquinoline (PBT 1047) as a pale yellow solid (186 mg, 95%). 1H NMR (DMSO-d6, 400 MHz): δ 8.80 (br, 1H), 7.98 (d, J=9.1, 1H), 7.48 (br, 1H), 7.25 (s, 1H), 6.90 (d, J=9.1, 1H), 2.... Starting materials: BrCCN1CCCCC1, CCOC(=O)c1c2ccc(CC(=O)NO)ccc-2c(C(=O)OCC)c1N, [Na]. Yields the product CCOC(=O)c1c2ccc(CC(=O)NOCCN3CCCCC3)ccc-2c(C(=O)OCC)c1N. RXN SMILES: [N:28]1([CH2:34][CH2:35][Br:36])[CH2:29][CH2:30][CH2:31][CH2:32][CH2:33]1.[NH2:2][c:3]1[c:4]([C:23](=[O:24])[O:25][CH2:26][CH3:27])[c:5]2[cH:6][cH:7][c:8]([CH2:18][C:19]([NH:20][OH:21])=[O:22])[cH:9][cH:10][c:11]-2[c:12]1[C:13](=[O:14])[O:15][CH2:16][CH3:17].[Na:1]>>[NH2:2][c:3]1[c:4]([C:23](=[O:24])[O:25][CH2:26][CH3:27])[c:5]2[cH:6][cH:7][c:8]([CH2:18][C:19]([NH:20][O:21][CH2:35][CH2:34][N:28]3[CH2:29][CH2:30][CH2:31][CH2:32][CH2:33]3)=[O:22])[cH:9][cH:10][c:11]-2[c:12]1[C:13](=[O:14])[O:15][CH2:16][CH3:17]. Reactants: C=C(C)C(=O)N=C=O, ClC(Cl)Cl, ClCCCl, N. Product: C=C(C)C(=O)NC(N)=O. Reaction SMILES: [C:6]([C:7](=[CH2:8])[CH3:9])(=[O:10])[N:11]=[C:12]=[O:13].[CH:2]([Cl:3])([Cl:4])[Cl:5].[Cl:14][CH2:15][CH2:16][Cl:17].[NH3:1]>>[NH2:1][C:12]([NH:11][C:6]([C:7](=[CH2:8])[CH3:9])=[O:10])=[O:13]. Starting materials: FC1=C(C=C(C=C1)I)C(C(C(=O)OCC)=NO)=O (ethyl 3-(2-fluoro-5-iodophenyl)-2-(hydroxyimino)-3-oxopropanoate). The solvent is C1(=CC=CC=C1)C (toluene). The product is IC=1C=CC2=C(C(C(=NO2)C(=O)OCC)=O)C1 (Ethyl 6-Iodo-4-oxo-4H-1,2-benzoxazine-3-carboxylate). Isolated yield 52.9%. As a reaction SMILES: F[C:2]1[CH:7]=[CH:6][C:5]([I:8])=[CH:4][C:3]=1[C:9](=[O:18])[C:10](=[N:16][OH:17])[C:11]([O:13][CH2:14][CH3:15])=[O:12]>C1(C)C=CC=CC=1>[I:8][C:5]1[CH:6]=[CH:7][C:2]2[O:17][N:16]=[C:10]([C:11]([O:13][CH2:14][CH3:15])=[O:12])[C:9](=[O:18])[C:3]=2[CH:4]=1. Reported procedure: A solution of ethyl 3-(2-fluoro-5-iodophenyl)-2-(hydroxyimino)-3-oxopropanoate (Preparation 16, 1.3 g) in toluene (20 mL) is heated to reflux under nitrogen for 48 h. The reaction mixture is cooled to room temperature and concentrated in vacuo to give 1.33 g of a crude yellow solid which is recrystallized from ether to afford 0.65 g of the title compound as a yellow crystalline solid. Physical characteristics: mp 130-131: 1H NMR (300 MHz, CDCl3) δ 1.45, 4.51, 7.35, 8.09, 8.50; IR (drift) 2475, 2... Starting materials: CC(=O)O[BH-](OC(C)=O)OC(C)=O, CC(=O)O, CN, ClCCl, CC(=O)c1ccccc1N, [Na+], O. The product is CNC(C)c1ccccc1N. Reaction SMILES: [C:17]([O:18][BH-:19]([O:20][C:21](=[O:22])[CH3:23])[O:24][C:25](=[O:26])[CH3:27])(=[O:28])[CH3:29].[CH3:1][C:2](=[O:3])[OH:4].[CH3:5][NH2:6].[Cl:31][CH2:32][Cl:33].[NH2:7][c:8]1[c:9]([C:14]([CH3:15])=[O:16])[cH:10][cH:11][cH:12][cH:13]1.[Na+:30].[OH2:34]>>[CH3:5][NH:6][CH:14]([c:9]1[c:8]([NH2:7])[cH:13][cH:12][cH:11][cH:10]1)[CH3:15]. Run in C(COCCOCCO)O (triethyleneglycol), O (water). Procedure details: A mixture of 534 mg of 17-ethylenedioxy-3-methoxy-9α-methylestra-1,3,5-(10)-trien-11-one, 1 g of hydrazine dihydrochloride and 5 g of hydrazine hydrate in 35 g of triethyleneglycol is heated to a temperature of 130° and maintained there for 21/2 hours. After this time, 1.8 g of potassium hydroxide pellets is added and the temperature raised to 210°. This temperature is also maintained for 21/2 hours whilst a mixture of hydrazine and water is slowly allowed to distill out. The reaction mixture is... RXN SMILES: [CH2:1]1[CH2:10][O:9][CH:8]2[CH:3]([C@:4]3([CH2:22][C:21](=O)[C@@:20]4([CH3:24])[C@@H:11]([CH2:12][CH2:13][C:14]5[CH:15]=[C:16]([O:25][CH3:26])[CH:17]=[CH:18][C:19]=54)[C@@H:6]3[CH2:7]2)[CH3:5])[O:2]1.Cl.Cl.NN.O.NN.[OH-].[K+].NN>C(O)COCCOCCO.O>[CH2:1]1[CH2:10][O:9][CH:8]2[CH:3]([C@:4]3([CH2:22][CH2:21][C@@:20]4([CH3:24])[C@@H:11]([CH2:12][CH2:13][C:14]5[CH:15]=[C:16]([O:25][CH3:26])[CH:17]=[CH:18][C:19]=54)[C@@H:6]3[CH2:7]2)[CH3:5])[O:2]1 |f:1.2.3,4.5,6.7|. The product is C1OC2[C@]3(C)[C@@H](CC2OC1)[C@@H]1CCC=2C=C(C=CC2[C@]1(CC3)C)OC (17-ethylenedioxy-3-methoxy-9α-methylestra-1,3,5(10)-triene). The reactants are [OH-].[K+] (potassium hydroxide), C1OC2[C@]3(C)[C@@H](CC2OC1)[C@@H]1CCC=2C=C(C=CC2[C@]1(C(C3)=O)C)OC (17-ethylenedioxy-3-methoxy-9α-methylestra-1,3,5-(10)-trien-11-one), Cl.Cl.NN (hydrazine dihydrochloride), O.NN (hydrazine hydrate), NN (hydrazine). Reactants: NC1=NC=C(N=C1)C (2-amino-5-methylpyrazine), N1=CC=CC=C1 (pyridine), C(C(=O)Cl)(=O)Cl (Oxalyl chloride), C1(=CC=CC=C1)COC=1C=C(C(=O)O)C=C(C1)O[C@@H]1COCC1 (3-[(phenylmethyl)oxy]-5-[(3S)-tetrahydrofuran-3-yloxy]benzoic acid). The reagents and catalysts are CN(C)C=O (DMF). Solvent: C(Cl)Cl (DCM), C(Cl)Cl (DCM). Run at time 16 hour. Product: CC=1N=CC(=NC1)NC(C1=CC(=CC(=C1)O[C@@H]1COCC1)OCC1=CC=CC=C1)=O (N-(5-Methylpyrazin-2-yl)-3-[(phenylmethyl)oxy]-5-[(3S)-tetrahydrofuran-3-yloxy]benzamide). Yield: 68.0%. Reaction SMILES: C(Cl)(=O)C(Cl)=O.[C:7]1([CH2:13][O:14][C:15]2[CH:16]=[C:17]([CH:21]=[C:22]([O:24][C@H:25]3[CH2:29][CH2:28][O:27][CH2:26]3)[CH:23]=2)[C:18]([OH:20])=O)[CH:12]=[CH:11][CH:10]=[CH:9][CH:8]=1.[NH2:30][C:31]1[CH:36]=[N:35][C:34]([CH3:37])=[CH:33][N:32]=1.N1C=CC=CC=1>CN(C=O)C.C(Cl)Cl>[CH3:37][C:34]1[N:35]=[CH:36][C:31]([NH:30][C:18](=[O:20])[C:17]2[CH:21]=[C:22]([O:24][C@H:25]3[CH2:29][CH2:28][O:27][CH2:26]3)[CH:23]=[C:15]([O:14][CH2:13][C:7]3[CH:8]=[CH:9][CH:10]=[CH:11][CH:12]=3)[CH:16]=2)=[N:32][CH:33]=1. Reported procedure: Oxalyl chloride (1.9 mL, 22.2 mmol) and DMF (1 drop) were added to a solution of 3-[(phenylmethyl)oxy]-5-[(3S)-tetrahydrofuran-3-yloxy]benzoic acid (5.8 g, 18.5 mmol) in DCM (100 mL) and the mixture stirred at RT for 16 hours. The mixture was evaporated in vacuo to a residue which was redissolved in DCM (25 mL) and added to a stirred mixture of 2-amino-5-methylpyrazine (2.22 g, 20.35 mmol) and pyridine (1.81 mL, 22.2 mmol) in DCM (100 mL) at 5° C.-10° C. The mixture was stirred at RT for 18 hour... Reactants: [Si](C)(C)(C(C)(C)C)OCC1=CC2=C(C=N1)N=CN2C2=CC(=C(S2)C(=O)N)O[C@H](C)C2=C(C=CC=C2)C(F)(F)F (5-[6-({[tert-butyl(dimethyl)silyl]oxy}methyl)-1H-imidazo[4,5-c]pyridin-1-yl]-3-{(1R)-1-[2-(trifluoromethyl)phenyl]ethoxy}thiophene-2-carboxamide). The solvent is O1CCCC1 (tetrahydrofuran), [F-].C(CCC)[N+](CCCC)(CCCC)CCCC (tetra-n-butylammonium fluoride). Reaction conditions: time 90 minute. The product is OCC1=CC2=C(C=N1)N=CN2C2=CC(=C(S2)C(=O)N)O[C@H](C)C2=C(C=CC=C2)C(F)(F)F (5-[6-(hydroxymethyl)-1H-imidazo[4,5-c]pyridin-1-yl]-3-{(1R)-1-[2-(trifluoromethyl)phenyl]ethoxy}thiophene-2-carboxamide). As a reaction SMILES: [Si]([O:8][CH2:9][C:10]1[N:15]=[CH:14][C:13]2[N:16]=[CH:17][N:18]([C:19]3[S:23][C:22]([C:24]([NH2:26])=[O:25])=[C:21]([O:27][C@@H:28]([C:30]4[CH:35]=[CH:34][CH:33]=[CH:32][C:31]=4[C:36]([F:39])([F:38])[F:37])[CH3:29])[CH:20]=3)[C:12]=2[CH:11]=1)(C(C)(C)C)(C)C>O1CCCC1.[F-].C([N+](CCCC)(CCCC)CCCC)CCC>[OH:8][CH2:9][C:10]1[N:15]=[CH:14][C:13]2[N:16]=[CH:17][N:18]([C:19]3[S:23][C:22]([C:24]([NH2:26])=[O:25])=[C:21]([O:27][C@@H:28]([C:30]4[CH:35]=[CH:34][CH:33]=[CH:32][C:31]=4[C:36]([F:37])([F:38])[F:39])[CH3:29])[CH:20]=3)[C:12]=2[CH:11]=1 |f:2.3|. Procedure: 2.31 g of 5-[6-({[tert-butyl(dimethyl)silyl]oxy}methyl)-1H-imidazo[4,5-c]pyridin-1-yl]-3-{(1R)-1-[2-(trifluoromethyl)phenyl]ethoxy}thiophene-2-carboxamide are dissolved in 100 ml tetrahydrofuran and to this solution 1.1 ml of tetra-n-butylammonium fluoride (˜75% in H2O) are added at 0° C. The reaction mixture is allowed to warm to room temperature and stirred for 90 minutes.